Dataset: the Open Reaction Database (ORD), a public repository of structured organic reaction records. Task: describe an organic reaction: reactants, conditions, products, and yield The reactants are C1(=CC=CC=C1)O (phenol), C(=O)=O (carbon dioxide), COC1=C(C(=O)O)C(=CC=C1Cl)Cl (2-methoxy-3,6-dichlorobenzoic acid), ClC=1C(=C(C=CC1)Cl)Cl (trichlorobenzene), COC1=C(C(=O)O)C(=CC=C1Cl)Cl (2-methoxy-3,6-dichlorobenzoic acid), ClC1=C(C=C(C=C1)Cl)Cl (1,2,4-trichlorobenzene), ClC1=C(C=C(C=C1)Cl)O (2,5-dichlorophenol), [OH-].[Na+] (sodium hydroxide). Solvent: CO (methanol). The product is OC1=C(C(=O)O)C(=CC=C1Cl)Cl (2-hydroxy-3,6-dichlorobenzoic acid). RXN SMILES: C[O:2][C:3]1[C:11]([Cl:12])=[CH:10][CH:9]=[C:8]([Cl:13])[C:4]=1[C:5]([OH:7])=[O:6].ClC1C=CC(Cl)=CC=1Cl.ClC1C(Cl)=C(Cl)C=CC=1.ClC1C=CC(Cl)=CC=1O.[OH-].[Na+].C1(O)C=CC=CC=1.C(=O)=O>CO>[OH:2][C:3]1[C:11]([Cl:12])=[CH:10][CH:9]=[C:8]([Cl:13])[C:4]=1[C:5]([OH:7])=[O:6] |f:4.5|. Procedure: The compound 2-methoxy-3,6-dichlorobenzoic acid is a valuable herbicide and is used in commerce for the control of a variety of undesirable vegetation. The prior art discloses in U.S. Pat. No. 3,013,054 that the 2-methoxy-3,6-dichlorobenzoic acid is prepared from 1,2,4-trichlorobenzene in a three-stage process. The trichlorobenzene is first converted to 2,5-dichlorophenol with methanol and sodium hydroxide. The phenol is then treated with carbon dioxide under pressure to yield 2-hydroxy-3,6-dich... The reactants are COCCSC1=C(C(=O)N)C=CC=C1 (2-[(2-methoxyethyl)sulfanyl]benzamide), [H-].[Al+3].[Li+].[H-].[H-].[H-] (lithium aluminum hydride). Solvent: O1CCCC1 (tetrahydrofuran). Reaction conditions: temperature 0 celsius. The product is COCCSC1=C(C=CC=C1)CN (1-{2-[(2-methoxyethyl)sulfanyl]phenyl}methanamine). Isolated yield 142.8%. As a reaction SMILES: [CH3:1][O:2][CH2:3][CH2:4][S:5][C:6]1[CH:14]=[CH:13][CH:12]=[CH:11][C:7]=1[C:8]([NH2:10])=O.[H-].[Al+3].[Li+].[H-].[H-].[H-]>O1CCCC1>[CH3:1][O:2][CH2:3][CH2:4][S:5][C:6]1[CH:14]=[CH:13][CH:12]=[CH:11][C:7]=1[CH2:8][NH2:10] |f:1.2.3.4.5.6|. Procedure details: (Step 1) To a suspension of 2-[(2-methoxyethyl)sulfanyl]benzamide (12.0 g) in tetrahydrofuran (122 ml) was added lithium aluminum hydride (13.4 g) at 0° C. under a nitrogen atmosphere. The reaction mixture was heated under reflux for 5 hr, cooled to 0° C., and quenched successively with water (15 ml) and 15% aqueous sodium hydroxide solution (15 ml). The mixture was filtered through celite, and washed with dichloromethane. The filtrate was washed with saturated brine, and the organic layer was d... Reactants: C=CCOc1ccc(O)cc1, CCOCC, O=Cc1ccc(F)cc1, [K+], [K+], O=C([O-])[O-], CN(C)C=O. Yields the product C=CCOc1ccc(Oc2ccc(C=O)cc2)cc1. RXN SMILES: [CH2:10]([CH:11]=[CH2:12])[O:13][c:14]1[cH:15][cH:16][c:17]([OH:20])[cH:18][cH:19]1.[CH3:32][CH2:33][O:34][CH2:35][CH3:36].[F:1][c:2]1[cH:3][cH:4][c:5]([CH:6]=[O:7])[cH:8][cH:9]1.[K+:21].[K+:22].[O-:23][C:24]([O-:25])=[O:26].[O:27]=[CH:28][N:29]([CH3:30])[CH3:31]>>[c:2]1([O:20][c:17]2[cH:16][cH:15][c:14]([O:13][CH2:10][CH:11]=[CH2:12])[cH:19][cH:18]2)[cH:3][cH:4][c:5]([CH:6]=[O:7])[cH:8][cH:9]1.